From a dataset of the Open Reaction Database (ORD), a public repository of structured organic reaction records. describe an organic reaction: reactants, conditions, products, and yield Run in C(C)#N (acetonitrile). The yield is 71.1%. Product: C(#N)C1CC(N(C1C1=CC=CC=C1)C(CNC(=O)NC1=CC(=CC=C1)C)=O)C(=O)OC(C)(C)C (tert-butyl (2RS,4RS,5SR)-4-cyano-1-{2-[3-(3-methylphenyl)ureido]acetyl}-5-phenylpyrrolidine-2-carboxylate). Starting materials: C(#N)C1CC(NC1C1=CC=CC=C1)C(=O)OC(C)(C)C (tert-butyl (2RS,4RS,5SR)-4-cyano-5-phenylpyrrolidine-2-carboxylate), CC=1C=C(C=CC1)NC(NCC(=O)O)=O (2-[3-(3-methylphenyl)ureido]acetic acid), C1(CCCCC1)N=C=NC1CCCCC1 (N,N'-dicyclohexylcarbodiimide). RXN SMILES: [C:1]([CH:3]1[CH:7]([C:8]2[CH:13]=[CH:12][CH:11]=[CH:10][CH:9]=2)[NH:6][CH:5]([C:14]([O:16][C:17]([CH3:20])([CH3:19])[CH3:18])=[O:15])[CH2:4]1)#[N:2].[CH3:21][C:22]1[CH:23]=[C:24]([NH:28][C:29](=[O:35])[NH:30][CH2:31][C:32](O)=[O:33])[CH:25]=[CH:26][CH:27]=1.C1(N=C=NC2CCCCC2)CCCCC1>C(#N)C>[C:1]([CH:3]1[CH:7]([C:8]2[CH:9]=[CH:10][CH:11]=[CH:12][CH:13]=2)[N:6]([C:32](=[O:33])[CH2:31][NH:30][C:29]([NH:28][C:24]2[CH:25]=[CH:26][CH:27]=[C:22]([CH3:21])[CH:23]=2)=[O:35])[CH:5]([C:14]([O:16][C:17]([CH3:20])([CH3:19])[CH3:18])=[O:15])[CH2:4]1)#[N:2]. Procedure details: The reaction is carried out in a way analogous to that described in Example 2B, but from 1 g of tert-butyl (2RS,4RS,5SR)-4-cyano-5-phenylpyrrolidine-2-carboxylate, 0.76 g of 2-[3-(3-methylphenyl)ureido]acetic acid and 0.76 g of N,N'-dicyclohexylcarbodiimide in 50 cm3 of acetonitrile. After treatment, there are obtained 1.2 g of tert-butyl (2RS,4RS,5SR)-4-cyano-1-{2-[3-(3-methylphenyl)ureido]acetyl}-5-phenylpyrrolidine-2-carboxylate, melting at 150° C. The reactants are [Br-], CC(C)(C)[O-], COC(=O)c1ccc(C[P+](c2ccccc2)(c2ccccc2)c2ccccc2)cc1, CC1(C)CCC(C)(C)c2cc(C(=O)Cl)ccc21, Cc1ccccc1, [K+]. Yields the product COC(=O)c1ccc(C(=O)C(=O)c2ccc3c(c2)C(C)(C)CCC3(C)C)cc1. As a reaction SMILES: [Br-:7].[C:1]([CH3:2])([CH3:3])([CH3:4])[O-:5].[C:8](=[O:9])([O:10][CH3:11])[c:12]1[cH:13][cH:14][c:15]([CH2:16][P+:17]([c:18]2[cH:19][cH:20][cH:21][cH:22][cH:23]2)([c:24]2[cH:25][cH:26][cH:27][cH:28][cH:29]2)[c:30]2[cH:31][cH:32][cH:33][cH:34][cH:35]2)[cH:36][cH:37]1.[CH3:38][C:39]1([CH3:54])[c:40]2[cH:41][cH:42][c:43]([C:51](=[O:52])[Cl:53])[cH:44][c:45]2[C:46]([CH3:49])([CH3:50])[CH2:47][CH2:48]1.[CH3:55][c:56]1[cH:57][cH:58][cH:59][cH:60][cH:61]1.[K+:6]>>[O:5]=[C:16]([c:15]1[cH:14][cH:13][c:12]([C:8](=[O:9])[O:10][CH3:11])[cH:37][cH:36]1)[C:51]([c:43]1[cH:42][cH:41][c:40]2[c:45]([cH:44]1)[C:46]([CH3:49])([CH3:50])[CH2:47][CH2:48][C:39]2([CH3:38])[CH3:54])=[O:52]. Reactants: solution, [NH4+].[Cl-] (NH4Cl), solution, [Li]CCCC (n-BuLi), CI (methyl iodide), C(C1=CC=CC=C1)(C1=CC=CC=C1)N1CC(C1)C#N (1-benzhydrylazetidine-3-carbonitrile), C(C)(C)NC(C)C (diisopropylamine). Reagents/catalysts: Cl (HCl). The solvent is CCCCCC (n-hexane), O1CCCC1 (tetrahydrofuran), O1CCCC1 (tetrahydrofuran), O1CCCC1 (tetrahydrofuran). Run at time 30 minute. Product: C(C1=CC=CC=C1)(C1=CC=CC=C1)N1CC(C1)(C#N)C (1-benzhydryl-3-methyl-3-azetidinecarbonitrile). Yield: 91.5%. Reaction SMILES: [CH:1](NC(C)C)(C)C.[Li]CCCC.[CH:13]([N:26]1[CH2:29][CH:28]([C:30]#[N:31])[CH2:27]1)([C:20]1[CH:25]=[CH:24][CH:23]=[CH:22][CH:21]=1)[C:14]1[CH:19]=[CH:18][CH:17]=[CH:16][CH:15]=1.CI.[NH4+].[Cl-]>O1CCCC1.CCCCCC.Cl>[CH:13]([N:26]1[CH2:29][C:28]([CH3:1])([C:30]#[N:31])[CH2:27]1)([C:20]1[CH:25]=[CH:24][CH:23]=[CH:22][CH:21]=1)[C:14]1[CH:15]=[CH:16][CH:17]=[CH:18][CH:19]=1 |f:4.5|. Procedure: A solution of 2.6 g (0.025 mol) of diisopropylamine in 80 ml of anhydrous tetrahydrofuran is cooled to -78° C. under nitrogen and 10 ml of a 2M solution of n-BuLi in n-hexane are added to it with great care. Stirring is carried out for 30 minutes and a solution of 6.2 g (0.025 mol) of 1-benzhydrylazetidine-3-carbonitrile obtained in stage a) of PREPARATION I in 30 ml of tetrahydrofuran is added to it. After 1 hour's stirring, a solution of 7.0 g (0.05 mol) of methyl iodide in 10 ml of tetrahydro... Starting materials: Cl(=O)[O-].[Na+] (sodium chlorite), O.P(=O)(O)(O)[O-].[Na+] (sodium dihydrogen phosphate monohydrate), BrC=1N=C(NC1C=O)C (4-bromo-2-methyl-1H-imidazole-5-carbaldehyde), CC(C)=CC (2-methyl-2-butene), solution. The solvent is O (water), C1CCOC1 (THF), C1CCOC1 (THF), C(C)(C)(C)O (tert-butanol). Reaction conditions: time 6 hour. Yields the product BrC=1N=C(NC1C(=O)O)C (4-bromo-2-methyl-1H-imidazole-5-carboxylic acid). The yield is 85.6%. RXN SMILES: Cl([O-])=O.[Na+].[OH2:5].P([O-])(O)(O)=O.[Na+].[Br:12][C:13]1[N:14]=[C:15]([CH3:20])[NH:16][C:17]=1[CH:18]=[O:19].CC(=CC)C>O.C1COCC1.C(O)(C)(C)C>[Br:12][C:13]1[N:14]=[C:15]([CH3:20])[NH:16][C:17]=1[C:18]([OH:5])=[O:19] |f:0.1,2.3.4|. Reported procedure: A solution of sodium chlorite (1.6 g, 17.8 mmol) and sodium dihydrogen phosphate monohydrate (1.5 g, 10.6 mmol) in water (3.9 mL) was added to a stirred solution of 4-bromo-2-methyl-1H-imidazole-5-carbaldehyde (0.334 g, 1.8 mmol), 2-methyl-2-butene (11 mL of a 2M solution in THF, 22.0 mmol), and tert-butanol (1.3 mL) in THF (5.5 mL). The reaction mixture was stirred at RT for 6 h. The aqueous phase was separated and extracted with EtOAc (4×10 mL). The combined extracts were dried (Na2SO4), filte... Starting materials: n-Hex EtOAc, C([O-])([O-])=O.[Na+].[Na+] (sodium carbonate), ClC=1N=NC(=CC1)OC (3-chloro-6-methoxy-pyridazine), C1(=CC=CC=C1)B(O)O (phenyl boronic acid). Reagents/catalysts: C=1C=CC(=CC1)[P](C=2C=CC=CC2)(C=3C=CC=CC3)[Pd]([P](C=4C=CC=CC4)(C=5C=CC=CC5)C=6C=CC=CC6)([P](C=7C=CC=CC7)(C=8C=CC=CC8)C=9C=CC=CC9)[P](C=1C=CC=CC1)(C=1C=CC=CC1)C=1C=CC=CC1 (tetrakis(triphenylphosphine)palladium). The solvent is C1(=CC=CC=C1)C (toluene). The product is COC=1N=NC(=CC1)C1=CC=CC=C1 (3-Methoxy-6-phenyl-pyridazine). Yield: 74.0%. As a reaction SMILES: Cl[C:2]1[N:3]=[N:4][C:5]([O:8][CH3:9])=[CH:6][CH:7]=1.[C:10]1(B(O)O)[CH:15]=[CH:14][CH:13]=[CH:12][CH:11]=1.C(=O)([O-])[O-].[Na+].[Na+]>C1(C)C=CC=CC=1.C1C=CC([P]([Pd]([P](C2C=CC=CC=2)(C2C=CC=CC=2)C2C=CC=CC=2)([P](C2C=CC=CC=2)(C2C=CC=CC=2)C2C=CC=CC=2)[P](C2C=CC=CC=2)(C2C=CC=CC=2)C2C=CC=CC=2)(C2C=CC=CC=2)C2C=CC=CC=2)=CC=1>[CH3:9][O:8][C:5]1[N:4]=[N:3][C:2]([C:10]2[CH:15]=[CH:14][CH:13]=[CH:12][CH:11]=2)=[CH:7][CH:6]=1 |f:2.3.4,^1:35,37,56,75|. Reported procedure: A mixture of 3-chloro-6-methoxy-pyridazine (4.0 g, 27.7 mmol) and phenyl boronic acid (5.1 g, 41.6 mmol) in toluene (160 mL) was degassed and tetrakis(triphenylphosphine)palladium (960 mg, 0.83 mmol) and 2M sodium carbonate (29.3 mL, 58.7 mmol) were added. The mixture was heated to reflux under nitrogen for 6 h, then cooled and the organic phase washed with 2M NaOH (75 mL), dried over magnesium sulphate and solvent removed under reduced pressure to give a solid which was subjected to column chro... Reactants: CCOC(=O)CCCBr, O=C([O-])[O-], CN(C)C=O, CCOC(C)=O, [K+], [K+], O=C(c1cc(-n2cnnn2)ccc1O)N1CCC(CCO)(c2ccccc2)C1. Product: CCOC(=O)CCCOc1ccc(-n2cnnn2)cc1C(=O)N1CCC(CCO)(c2ccccc2)C1. RXN SMILES: [Br:40][CH2:41][CH2:42][CH2:43][C:44](=[O:45])[O:46][CH2:47][CH3:48].[C:34](=[O:35])([O-:36])[O-:37].[CH3:29][N:30]([CH3:31])[CH:32]=[O:33].[CH3:49][CH2:50][O:51][C:52](=[O:53])[CH3:54].[K+:38].[K+:39].[OH:1][c:2]1[c:3]([C:4](=[O:5])[N:6]2[CH2:7][C:8]([CH2:11][CH2:12][OH:13])([c:14]3[cH:15][cH:16][cH:17][cH:18][cH:19]3)[CH2:9][CH2:10]2)[cH:20][c:21](-[n:24]2[n:25][n:26][n:27][cH:28]2)[cH:22][cH:23]1>>[O:1]([c:2]1[c:3]([C:4](=[O:5])[N:6]2[CH2:7][C:8]([CH2:11][CH2:12][OH:13])([c:14]3[cH:15][cH:16][cH:17][cH:18][cH:19]3)[CH2:9][CH2:10]2)[cH:20][c:21](-[n:24]2[n:25][n:26][n:27][cH:28]2)[cH:22][cH:23]1)[CH2:41][CH2:42][CH2:43][C:44](=[O:45])[O:46][CH2:47][CH3:48]. Reactants: C(C)(C)(C)OC(=O)N1C[C@H]2CC3=CC=C(N=C3N2[C@@H](C1)C)Br ((4R,9aR)-6-bromo-4-methyl-3,4,9,9a-tetrahydro-1H-2,4a,5-triaza-fluorene-2-carboxylic acid tert-butyl ester), C(C)OC(=O)C1=CC=2C(=NC=CC2)N1[C@@H](CNC(=O)OC(C)(C)C)C ((R)-1-(2-tert-butoxycarbonylamino-1-methyl-ethyl)-1H-pyrrolo [2,3-b]pyridine-2-carboxylic acid ethyl ester). Yields the product C[C@@H]1CNC(C2=CC3=CC=CN=C3N12)=O ((R)-4-Methyl-3,4-dihydro-2H-2,4a,5-triaza-fluoren-1-one). RXN SMILES: C(OC(N1C[C@@H](C)N2[C@H](CC3C2=NC(Br)=CC=3)C1)=O)(C)(C)C.C(OC([C:28]1[N:36]([C@H:37]([CH3:47])[CH2:38][NH:39][C:40](OC(C)(C)C)=[O:41])[C:31]2=[N:32][CH:33]=[CH:34][CH:35]=[C:30]2[CH:29]=1)=O)C>>[CH3:47][C@H:37]1[N:36]2[C:28](=[CH:29][C:30]3[C:31]2=[N:32][CH:33]=[CH:34][CH:35]=3)[C:40](=[O:41])[NH:39][CH2:38]1. Reported procedure: This compound was prepared in analogy to Example 1 intermediate b), from (R)-1-(2-tert-butoxycarbonylamino-1-methyl-ethyl)-1H-pyrrolo [2,3-b]pyridine-2-carboxylic acid ethyl ester.